This data is from the Open Reaction Database (ORD), a public repository of structured organic reaction records. The task is: describe an organic reaction: reactants, conditions, products, and yield The reactants are ClC=1C=CC(=C(C1)NC=1SC(=CC1C#N)C)[N+](=O)[O-] (2-(5-chloro-2-nitro-phenylamino)-5-methyl-thiophene-3-carbonitrile), [Sn](Cl)Cl (tin(II)chloride). Run in O (water), Cl (hydrochloric acid), C(C)O (ethanol). Product: Cl.ClC=1C=CC2=C(NC=3SC(=CC3C(=N2)N)C)C1 (6-chloro-2-methyl-4H-3-thia-4,9-diaza-benzo[f]azulen-10-ylamine hydrochloride). Yield: 180.7%. Reaction SMILES: [Cl:1][C:2]1[CH:3]=[CH:4][C:5]([N+:17]([O-])=O)=[C:6]([NH:8][C:9]2[S:10][C:11]([CH3:16])=[CH:12][C:13]=2[C:14]#[N:15])[CH:7]=1.[Sn](Cl)Cl>C(O)C.Cl.O>[ClH:1].[Cl:1][C:2]1[CH:3]=[CH:4][C:5]2[N:17]=[C:14]([NH2:15])[C:13]3[CH:12]=[C:11]([CH3:16])[S:10][C:9]=3[NH:8][C:6]=2[CH:7]=1 |f:5.6|. Reported procedure: Suspend 2-(5-chloro-2-nitro-phenylamino)-5-methyl-thiophene-3-carbonitrile (0.58 g, 1.98 mmol) in ethanol (20 ml), add anhydrous tin(II)chloride(1.5 g, 6.66 mmol) in concentrated hydrochloric acid (6 ml) and heat the mixture under reflux for 75 minutes. Dilute the mixture with water and allow to cool. Collect the precipitate by filtration and dry under high vacuum to give 6-chloro-2-methyl-4H-3-thia-4,9-diaza-benzo[f]azulen-10-ylamine hydrochloride as a yellow solid (0.537 g, 90%): Mass Spectrum... The reactants are COC(=O)c1ccc(NC(=O)C(CC2CCCC2)c2ccc(Oc3ccccc3)cc2)nc1, CCO, [K+], [OH-], O. Product: O=C(O)c1ccc(NC(=O)C(CC2CCCC2)c2ccc(Oc3ccccc3)cc2)nc1. Reaction SMILES: [CH3:1][O:2][C:3]([c:4]1[cH:5][n:6][c:7]([NH:10][C:11]([CH:12]([CH2:13][CH:14]2[CH2:15][CH2:16][CH2:17][CH2:18]2)[c:19]2[cH:20][cH:21][c:22]([O:25][c:26]3[cH:27][cH:28][cH:29][cH:30][cH:31]3)[cH:23][cH:24]2)=[O:32])[cH:8][cH:9]1)=[O:33].[CH3:36][CH2:37][OH:38].[K+:35].[OH-:34].[OH2:39]>>[O:2]=[C:3]([c:4]1[cH:5][n:6][c:7]([NH:10][C:11]([CH:12]([CH2:13][CH:14]2[CH2:15][CH2:16][CH2:17][CH2:18]2)[c:19]2[cH:20][cH:21][c:22]([O:25][c:26]3[cH:27][cH:28][cH:29][cH:30][cH:31]3)[cH:23][cH:24]2)=[O:32])[cH:8][cH:9]1)[OH:33]. Reactants: C(C(O)C(O)C(=O)O)(=O)O (Tartaric acid), CCCCCCCC/C=C\CCCCCCCCN (Armeen O). Solvent: C1(=CC=CC=C1)C (toluene). Reaction conditions: temperature 100 celsius, time 1 hour. The product is C(CCCCCCC\C=C/CCCCCCCC)N1C(C(O)C(O)C1=O)=O (N-oleyltartarimide). As a reaction SMILES: [C:1]([OH:10])(=O)[CH:2]([CH:4]([C:6](O)=[O:7])[OH:5])[OH:3].[CH3:11][CH2:12][CH2:13][CH2:14][CH2:15][CH2:16][CH2:17][CH2:18]/[CH:19]=[CH:20]\[CH2:21][CH2:22][CH2:23][CH2:24][CH2:25][CH2:26][CH2:27][CH2:28][NH2:29]>C1(C)C=CC=CC=1>[CH2:28]([N:29]1[C:6](=[O:7])[CH:4]([OH:5])[CH:2]([OH:3])[C:1]1=[O:10])[CH2:27][CH2:26][CH2:25][CH2:24][CH2:23][CH2:22][CH2:21]/[CH:20]=[CH:19]\[CH2:18][CH2:17][CH2:16][CH2:15][CH2:14][CH2:13][CH2:12][CH3:11]. Reported procedure: Tartaric acid (150 parts) is added to 173 parts of toluene and the mixture is heated with stirring to 100° C. Armeen O (281 parts) is added slowly and in small portions while the system is kept under nitrogen purge. After the addition of the Armeen O is completed the contents are heated to 130° C. at which temperature the water formed is removed by azeotroping, and collected. The temperature is then raised to 160° C., after no more water is collected and kept at about 160° C. for one hour under ... Reactants: NC=1N(C=C(N1)CCCCCC#C)C(=O)OC(C)(C)C (tert-butyl 2-amino-4-(hept-6-ynyl)-1H-imidazole-1-carboxylate), N(=[N+]=[N-])CCNC(CCCCCCCC=CCCCCCCCC)=O (N-(2-azidoethyl)octadec-9-enamide). The product is NC=1N(C=C(N1)CCCCCC=1N=NN(C1)CCNC(CCCCCCC=CCCCCCCCC)=O)C(=O)OC(C)(C)C (tert-butyl 2-amino-4-(5-(1-(2-heptadec-8-enamidoethyl)-1H-1,2,3-triazol-4-yl)pentyl)-1H-imidazole-1-carboxylate). RXN SMILES: [NH2:1][C:2]1[N:3]([C:14]([O:16][C:17]([CH3:20])([CH3:19])[CH3:18])=[O:15])[CH:4]=[C:5]([CH2:7][CH2:8][CH2:9][CH2:10][CH2:11][C:12]#[CH:13])[N:6]=1.[N:21]([CH2:24][CH2:25][NH:26][C:27](=[O:45])[CH2:28][CH2:29][CH2:30][CH2:31][CH2:32][CH2:33][CH2:34][CH:35]=[CH:36][CH2:37][CH2:38][CH2:39][CH2:40][CH2:41][CH2:42][CH2:43]C)=[N+:22]=[N-:23]>>[NH2:1][C:2]1[N:3]([C:14]([O:16][C:17]([CH3:20])([CH3:19])[CH3:18])=[O:15])[CH:4]=[C:5]([CH2:7][CH2:8][CH2:9][CH2:10][CH2:11][C:12]2[N:23]=[N:22][N:21]([CH2:24][CH2:25][NH:26][C:27](=[O:45])[CH2:28][CH2:29][CH2:30][CH2:31][CH2:32][CH2:33][CH:34]=[CH:35][CH2:36][CH2:37][CH2:38][CH2:39][CH2:40][CH2:41][CH2:42][CH3:43])[CH:13]=2)[N:6]=1. Procedure: tert-butyl 2-amino-4-(hept-6-ynyl)-1H-imidazole-1-carboxylate (g, mmol) was reacted with N-(2-azidoethyl)octadec-9-enamide (g, mmol) following the general click procedure to give tert-butyl 2-amino-4-(5-(1-(2-heptadec-8-enamidoethyl)-1H-1,2,3-triazol-4-yl)pentyl)-1H-imidazole-1-carboxylate 1H NMR (300 MHz, CDCl3) δ 7.26 (s, 1H), δ 6.81 (s, 1H), δ 6.42 (s, 2H), δ 5.88 (s, 1H), δ 5.27 (s, 2H), δ 4.38 (s, 2H), δ 3.65 (s, 2H), δ 2.60 (s, 2H), δ 2.09 (s, 2H), δ 1.53-1.01 (m, 35H), 0.79 (t, 3H) ppm; 1... Starting materials: epoxy diester-styrene, CC12CC(C=C1)C3C2C(=O)OC3=O (NADIC methyl anhydride). Reagents/catalysts: CC(C)(CCC(C)(OOC(C1=CC=CC=C1)=O)C)OOC(C1=CC=CC=C1)=O (2,5-dimethyl-2,5 bis(benzoyl peroxy) hexane). Product: O1C=C1C1=CC=CC=C1 (epoxy-styrene). Reaction SMILES: C[C:2]12[CH:8]3[C:9]([O:11][C:12](=O)[CH:7]3[CH:4]([CH:5]=[CH:6]1)C2)=O>CC(OOC(=O)C1C=CC=CC=1)(CCC(C)(OOC(=O)C1C=CC=CC=1)C)C>[O:11]1[C:12]([C:7]2[CH:4]=[CH:5][CH:6]=[CH:2][CH:8]=2)=[CH:9]1. Reported procedure: To this inhibited epoxy diester-styrene mixture 5.49 parts of NADIC methyl anhydride and 0.048 part of 2,5-dimethyl-2,5 bis(benzoyl peroxy) hexane catalyst (sold by Wallace & Tiernan Inc. under the trade name of Luperox 118) were added, at 25° C., to provide the solventless epoxy-styrene impregnating varnish. The catalyst used has a catalytic reaction "kick off" temperature of about 115° C., i.e., it will have a definite catalytic effect to initiate a cure reaction at over about 115° C. The visc...